Dataset: the Open Reaction Database (ORD), a public repository of structured organic reaction records. Task: describe an organic reaction: reactants, conditions, products, and yield Starting materials: O1CCC2=C1C=CC(=C2)C=O (2,3-dihydrobenzofuran-5-carboxaldehyde), N(=[N+]=[N-])CC(=O)OC (methyl azidoacetate), CC(C)([O-])C.[K+] (potassium tert-butoxide). The solvent is CO (methanol). Conditions: temperature -10 celsius, time 1 hour. Yields the product COC(C(=CC=1C=CC2=C(CCO2)C1)N=[N+]=[N-])=O (2-Azido-3-(2,3-dihydro-benzofuran-5-yl)-acrylic acid methyl ester). Yield: 94.2%. As a reaction SMILES: CC(C)([O-])C.[K+].[O:7]1[C:11]2[CH:12]=[CH:13][C:14]([CH:16]=O)=[CH:15][C:10]=2[CH2:9][CH2:8]1.[N:18]([CH2:21][C:22]([O:24][CH3:25])=[O:23])=[N+:19]=[N-:20]>CO>[CH3:25][O:24][C:22](=[O:23])[C:21]([N:18]=[N+:19]=[N-:20])=[CH:16][C:14]1[CH:13]=[CH:12][C:11]2[O:7][CH2:8][CH2:9][C:10]=2[CH:15]=1 |f:0.1|. Reported procedure: To a cold (-10° C.) stirred solution of potassium tert-butoxide (6.06 g) in dry methanol (40 ml) was added dropwise a mixture of 2,3-dihydrobenzofuran-5-carboxaldehyde (2 g) and methyl azidoacetate (6.21 g). The mixture was stirred for 1 h at -10° C. and then stored at 0° C. for 18 h. The resulting pale yellow microcrystals were collected by filtration to give the title compound (3.12 g), m.p. 77°-80° C. Starting materials: COC(=O)C=CCBr, CC(=O)N1CCc2cc(O)c(Br)cc21, [H-], [Na+], CN(C)C=O, O. The product is COC(=O)C=CCOc1cc2c(cc1Br)N(C(C)=O)CC2. Reaction SMILES: [Br:17][CH2:18][CH:19]=[CH:20][C:21](=[O:22])[O:23][CH3:24].[C:1]([CH3:2])(=[O:3])[N:4]1[CH2:5][CH2:6][c:7]2[cH:8][c:9]([OH:14])[c:10]([Br:13])[cH:11][c:12]21.[H-:15].[Na+:16].[O:25]=[CH:26][N:27]([CH3:28])[CH3:29].[OH2:30]>>[C:1]([CH3:2])(=[O:3])[N:4]1[CH2:5][CH2:6][c:7]2[cH:8][c:9]([O:14][CH2:18][CH:19]=[CH:20][C:21](=[O:22])[O:23][CH3:24])[c:10]([Br:13])[cH:11][c:12]21. Starting materials: stock solution, NCCC1=CC=C(C=C1)C1=CC=C(C=C1)C(CNS(=O)(=O)C(C)C)C (N-2-(4-(4-(2-aminoethyl)phenyl)phenyl)propyl 2-propanesulfonamide), C(C)S(=O)(=O)Cl (ethanesulfonyl chloride). The product is C(C)S(=O)(=O)NCCC1=CC=C(C=C1)C1=CC=C(C=C1)C(CNS(=O)(=O)C(C)C)C (N-2-(4-(4-(2-(ethanesulfonylamino)ethyl)phenyl)phenyl)propyl 2-propanesulfonamide). As a reaction SMILES: [NH2:1][CH2:2][CH2:3][C:4]1[CH:9]=[CH:8][C:7]([C:10]2[CH:15]=[CH:14][C:13]([CH:16]([CH3:25])[CH2:17][NH:18][S:19]([CH:22]([CH3:24])[CH3:23])(=[O:21])=[O:20])=[CH:12][CH:11]=2)=[CH:6][CH:5]=1.[CH2:26]([S:28](Cl)(=[O:30])=[O:29])[CH3:27]>>[CH2:26]([S:28]([NH:1][CH2:2][CH2:3][C:4]1[CH:5]=[CH:6][C:7]([C:10]2[CH:15]=[CH:14][C:13]([CH:16]([CH3:25])[CH2:17][NH:18][S:19]([CH:22]([CH3:24])[CH3:23])(=[O:21])=[O:20])=[CH:12][CH:11]=2)=[CH:8][CH:9]=1)(=[O:30])=[O:29])[CH3:27]. Procedure: The title compound was prepared following the method of Example 147 and using 1 mL of a stock solution of 0.5 g (1.4 mmol) of material from Example 50 and 7.6 μL (0.11 mmol) ethanesulfonyl chloride. MMR was consistent with the proposed compound. Starting materials: COC(C1CCN(CC1)C(=O)OC(C)(C)C)=O (N-t-Butoxycarbonyl isonipecotic acid methyl ester), C[Si](C)(C)[N-][Si](C)(C)C.[Na+] (sodium bis(trimethylsilyl)amide), CC=1C=C(CBr)C=CC1 (3-methylbenzyl bromide), resultant mixture. Solvent: C1CCOC1 (THF). Run at time 8 hour. Yields the product C(C)(C)(C)OC(=O)N1CCC(CC1)(C(=O)OC)CC1=CC(=CC=C1)C (Methyl N-tert-butoxycarbonyl-4-(3-methyl-benzyl)piperidine-4-carboxylate). RXN SMILES: [CH3:1][O:2][C:3](=[O:17])[CH:4]1[CH2:9][CH2:8][N:7]([C:10]([O:12][C:13]([CH3:16])([CH3:15])[CH3:14])=[O:11])[CH2:6][CH2:5]1.C[Si]([N-][Si](C)(C)C)(C)C.[Na+].[CH3:28][C:29]1[CH:30]=[C:31]([CH:34]=[CH:35][CH:36]=1)[CH2:32]Br>C1COCC1>[C:13]([O:12][C:10]([N:7]1[CH2:8][CH2:9][C:4]([CH2:28][C:29]2[CH:36]=[CH:35][CH:34]=[C:31]([CH3:32])[CH:30]=2)([C:3]([O:2][CH3:1])=[O:17])[CH2:5][CH2:6]1)=[O:11])([CH3:14])([CH3:16])[CH3:15] |f:1.2|. Reported procedure: To a cold (−78° C.) solution of methyl N-tert-butoxycarbonyl-piperidine-4-carboxylate (5.0 g, 20.5 mmol; Example 3, Step B) in anhydrous THF (70 mL), a solution of sodium bis(trimethylsilyl)amide (20.5 mL, 1M, 20.5 mmol) was added over a period of 30 min. The resultant mixture was stirred at −78° C. for 1 h., and 3-methylbenzyl bromide (2.77 mL, 20.5 mmol) was added. The reacting mixture was allowed to warm up to room temp. and stirred overnight. The product mixture was concentrated, and the res... RXN SMILES: [Br:1][CH2:2][c:3]1[cH:4][cH:5][c:6]([C:7](=[O:8])[O:9][CH3:10])[cH:11][cH:12]1.[CH2:46]1[O:47][CH2:48][CH2:49][CH2:50]1.[CH3:32][C:33]([CH3:34])([O-:35])[CH3:36].[CH3:52][c:53]1[cH:54][cH:55][cH:56][cH:57][cH:58]1.[CH:38](=[O:39])[c:40]1[cH:41][cH:42][cH:43][cH:44][cH:45]1.[K+:37].[OH2:51].[c:13]1([P:14]([c:15]2[cH:16][cH:17][cH:18][cH:19][cH:20]2)[c:21]2[cH:22][cH:23][cH:24][cH:25][cH:26]2)[cH:27][cH:28][cH:29][cH:30][cH:31]1>>[CH:2]([c:3]1[cH:4][cH:5][c:6]([C:7](=[O:8])[O:9][CH3:10])[cH:11][cH:12]1)=[CH:38][c:40]1[cH:41][cH:42][cH:43][cH:44][cH:45]1. The reactants are COC(=O)c1ccc(CBr)cc1, C1CCOC1, CC(C)(C)[O-], Cc1ccccc1, O=Cc1ccccc1, [K+], O, c1ccc(P(c2ccccc2)c2ccccc2)cc1. Product: COC(=O)c1ccc(C=Cc2ccccc2)cc1. Reaction SMILES: I[C:2]1[CH:3]=[C:4]([CH:24]=[CH:25][CH:26]=1)[CH2:5][O:6][NH:7][C:8](=[O:23])[C:9]1[CH:14]=[CH:13][CH:12]=[CH:11][C:10]=1[NH:15][CH2:16][C:17]1[CH:22]=[CH:21][N:20]=[CH:19][CH:18]=1.[C:27]([C:29]1[N:33]([CH3:34])[CH:32]=[N:31][CH:30]=1)#[CH:28]>>[CH3:34][N:33]1[C:29]([C:27]#[C:28][C:2]2[CH:3]=[C:4]([CH:24]=[CH:25][CH:26]=2)[CH2:5][O:6][NH:7][C:8](=[O:23])[C:9]2[CH:14]=[CH:13][CH:12]=[CH:11][C:10]=2[NH:15][CH2:16][C:17]2[CH:22]=[CH:21][N:20]=[CH:19][CH:18]=2)=[CH:30][N:31]=[CH:32]1. Procedure details: Starring materials: N-(3-Iodo-benzyloxy)-2-[(pyridin-4-ylmethyl)-amino]-benzamide (see Example 361) and 5-ethynyl-1-methyl-1-H-imidazole (Aldrich). Product: CN1C=NC=C1C#CC=1C=C(CONC(C2=C(C=CC=C2)NCC2=CC=NC=C2)=O)C=CC1 (N-[3-(3-Methyl-3H-imidazol-4-ylethynyl)-benzyloxy]-2-[(pyridin-4-ylmethyl)-amino]-benzamide). Reactants: IC=1C=C(CONC(C2=C(C=CC=C2)NCC2=CC=NC=C2)=O)C=CC1 (N-(3-Iodo-benzyloxy)-2-[(pyridin-4-ylmethyl)-amino]-benzamide), C(#C)C1=CN=CN1C (5-ethynyl-1-methyl-1-H-imidazole). Reactants: CC(C)(C)OC(=O)N1CCC(c2cn(Cc3ccc(Cl)s3)c3ncccc23)CC1, ClCCl, O=C(O)C(F)(F)F. The product is Clc1ccc(Cn2cc(C3CCNCC3)c3cccnc32)s1. RXN SMILES: [C:1]([O:2][C:3](=[O:4])[N:8]1[CH2:9][CH2:10][CH:11]([c:14]2[cH:15][n:16]([CH2:23][c:24]3[s:25][c:26]([Cl:29])[cH:27][cH:28]3)[c:17]3[n:18][cH:19][cH:20][cH:21][c:22]23)[CH2:12][CH2:13]1)([CH3:5])([CH3:6])[CH3:7].[Cl:30][CH2:31][Cl:32].[OH:33][C:34]([C:35]([F:36])([F:37])[F:38])=[O:39]>>[NH:8]1[CH2:9][CH2:10][CH:11]([c:14]2[cH:15][n:16]([CH2:23][c:24]3[s:25][c:26]([Cl:29])[cH:27][cH:28]3)[c:17]3[n:18][cH:19][cH:20][cH:21][c:22]23)[CH2:12][CH2:13]1.